Dataset: the Open Reaction Database (ORD), a public repository of structured organic reaction records. Task: describe an organic reaction: reactants, conditions, products, and yield Procedure details: The title compound, light yellow solid, MS: m/e=294.2 (M+H+), can be prepared in accordance with the general method of example 1 from 6-bromo-2-tert-butyl-pyrazolo[1,5-a]pyrimidine (example 9, step 1) and 1-ethynyl-2-fluoro-benzene. Reactants: BrC=1C=NC=2N(C1)N=C(C2)C(C)(C)C (6-bromo-2-tert-butyl-pyrazolo[1,5-a]pyrimidine), C(#C)C1=C(C=CC=C1)F (1-ethynyl-2-fluoro-benzene). Reaction SMILES: Br[C:2]1[CH:3]=[N:4][C:5]2[N:6]([N:8]=[C:9]([C:11]([CH3:14])([CH3:13])[CH3:12])[CH:10]=2)[CH:7]=1.[C:15]([C:17]1[CH:22]=[CH:21][CH:20]=[CH:19][C:18]=1[F:23])#[CH:16]>>[C:11]([C:9]1[CH:10]=[C:5]2[N:4]=[CH:3][C:2]([C:16]#[C:15][C:17]3[CH:22]=[CH:21][CH:20]=[CH:19][C:18]=3[F:23])=[CH:7][N:6]2[N:8]=1)([CH3:14])([CH3:13])[CH3:12]. Yields the product C(C)(C)(C)C1=NN2C(N=CC(=C2)C#CC2=C(C=CC=C2)F)=C1 (2-tert-Butyl-6-(2-fluoro-phenylethynyl)-pyrazolo[1,5-a]pyrimidine). Starting materials: CC1(OC(C(C(O1)=O)=CNC1=CSC=C1)=O)C (2,2-dimethyl-5-((thiophen-3-ylamino)methylene)-1,3-dioxane-4,6-dione), C1(=CC=CC=C1)OC1=CC=CC=C1 (diphenyl ether). Run in CC(C)(C)OC (MTBE). Run at time 37.5 minute. The product is S1C=CC2=NC=CC(=C21)O (thieno[3,2-b]pyridin-7-ol). Reaction SMILES: CC1(C)O[C:6](=[O:8])[C:5](=[CH:9][NH:10][C:11]2[CH:15]=[CH:14][S:13][CH:12]=2)C(=O)O1.C1(OC2C=CC=CC=2)C=CC=CC=1>CC(OC)(C)C>[S:13]1[C:12]2[C:11](=[N:10][CH:9]=[CH:5][C:6]=2[OH:8])[CH:15]=[CH:14]1. Procedure details: A 200-mL rb flask was charged with 2,2-dimethyl-5-((thiophen-3-ylamino)methylene)-1,3-dioxane-4,6-dione (6.73 g, 26.6 mmol) and diphenyl ether (25 mL) and heated to about 200 deg C. for about 30-45 min and the mixture was allowed to cool to rt overnight. The mixture was scraped down with a spatula and diluted with MTBE. The mixture was filtered through paper and washed with MTBE. The brown solid was air dried to yield thieno[3,2-b]pyridin-7-ol.